describe an organic reaction: reactants, conditions, products, and yield From a dataset of the Open Reaction Database (ORD), a public repository of structured organic reaction records. Starting materials: NC=1C=C(C#N)C=C(C1)Cl (3-amino-5-chlorobenzonitrile), CO (MeOH). Run in C1CCOC1 (THF). Reaction conditions: time 1 hour. The product is NC=1C=C(CN)C=C(C1)Cl (3-amino-5-chlorobenzylamine). RXN SMILES: [NH2:1][C:2]1[CH:3]=[C:4]([CH:7]=[C:8]([Cl:10])[CH:9]=1)[C:5]#[N:6].CO>C1COCC1>[NH2:1][C:2]1[CH:3]=[C:4]([CH:7]=[C:8]([Cl:10])[CH:9]=1)[CH2:5][NH2:6]. Procedure: To the solution of 3-amino-5-chlorobenzonitrile in THF at RT was added slowly borane methyl sulfide complex (2.5 eq.). The resulting reaction mixture was stirred at RT for 1 h and heated at reflux for 2 hrs. The reaction mixture was cooled to −30° C. and MeOH was added slowly to quench the reaction. Solvent was evaporated in vacuo after the reaction mixture was stirred at RT for 30 min. to give 3-amino-5-chlorobenzylamine, which was used without purification. LCMS (Method A) RT 0.16 min., MH+ 15... The reactants are N1=C(C=CC=C1CO)CO (2,6-pyridinedimethanol), C(C)(C)(C)[Si](Cl)(C)C (tert-butyldimethylchlorosilane), [H-].[Na+] (NaH). Solvent: CN(C)C=O (DMF), CN(C)C=O (DMF), CN(C)C=O (DMF). Run at time 1 hour. Product: [Si](C)(C)(C(C)(C)C)OCC1=NC(=CC=C1)CO (2-[(tert-butyldimethylsilyloxy)methyl]-6-hydroxymethylpyridine). Yield: 49.0%. RXN SMILES: [H-].[Na+].[N:3]1[C:8]([CH2:9][OH:10])=[CH:7][CH:6]=[CH:5][C:4]=1[CH2:11][OH:12].[C:13]([Si:17]([CH3:20])([CH3:19])Cl)([CH3:16])([CH3:15])[CH3:14]>CN(C=O)C>[Si:17]([O:12][CH2:11][C:4]1[CH:5]=[CH:6][CH:7]=[C:8]([CH2:9][OH:10])[N:3]=1)([C:13]([CH3:16])([CH3:15])[CH3:14])([CH3:20])[CH3:19] |f:0.1|. Reported procedure: To a solution of 60% NaH (1.45 g, 35.9 mmol) in DMF (60 mL), which was stirred and cooled with ice, was added a solution of 2,6-pyridinedimethanol (5.00 g, 35.9 mmol) in DMF (30 mL), and stirred for 1 hour at a room temperature under Ar atmosphere. To the mixture was added a solution of tert-butyldimethylchlorosilane (6.54 g, 43.3 mmol) in DMF (40 mL), and stirred for additional 12 hours. TLC was used to confirm there was no starting material in the reaction mixture. Then, the mixture was subjec... Reactants: NC1=C(C=C(C=C1)Cl)C(=O)C1=CC=CC=C1 ((2-amino-5-chlorophenyl)(phenyl)methanone), C1(CCC1)C(CC#N)=O (3-cyclobutyl-3-oxo-propionitrile). Yields the product ClC=1C=C2C(=C(C(=NC2=CC1)C1CCC1)C#N)C1=CC=CC=C1 (6-Chloro-2-cyclobutyl-4-phenyl-quinoline-3-carbonitrile). As a reaction SMILES: [NH2:1][C:2]1[CH:7]=[CH:6][C:5]([Cl:8])=[CH:4][C:3]=1[C:9]([C:11]1[CH:16]=[CH:15][CH:14]=[CH:13][CH:12]=1)=O.[CH:17]1([C:21](=O)[CH2:22][C:23]#[N:24])[CH2:20][CH2:19][CH2:18]1>>[Cl:8][C:5]1[CH:4]=[C:3]2[C:2](=[CH:7][CH:6]=1)[N:1]=[C:21]([CH:17]1[CH2:20][CH2:19][CH2:18]1)[C:22]([C:23]#[N:24])=[C:9]2[C:11]1[CH:16]=[CH:15][CH:14]=[CH:13][CH:12]=1. Procedure details: The title compound was prepared in analogy to example 101 step B from (2-amino-5-chlorophenyl)(phenyl)methanone and 3-cyclobutyl-3-oxo-propionitrile. Light yellow powder. MS (ESI): 319.3 (M+H)+. Reactants: [BH4-], Nn1cccc1, [Na+], c1ccccc1, O=C1CCN(CCc2cccs2)CC1. The product is c1csc(CCN2CCC(Nn3cccc3)CC2)c1. RXN SMILES: [BH4-:21].[NH2:15][n:16]1[cH:17][cH:18][cH:19][cH:20]1.[Na+:22].[cH:23]1[cH:24][cH:25][cH:26][cH:27][cH:28]1.[s:1]1[c:2]([CH2:6][CH2:7][N:8]2[CH2:9][CH2:10][C:11](=[O:14])[CH2:12][CH2:13]2)[cH:3][cH:4][cH:5]1>>[s:1]1[c:2]([CH2:6][CH2:7][N:8]2[CH2:9][CH2:10][CH:11]([NH:15][n:16]3[cH:17][cH:18][cH:19][cH:20]3)[CH2:12][CH2:13]2)[cH:3][cH:4][cH:5]1. Reactants: OOS(=O)[O-].[K+] (oxone), OOS(=O)[O-].[K+] (oxone), FC=1C=C(C=C(C1)F)SC=1C=C2C(=NC1)NN=C2N (5-(3,5-difluorophenylthio)-1H-pyrazolo[3,4-b]pyridin-3-amine), O1CCCC1 (tetrahydrofuran), CO (methanol), O (water). Reaction conditions: time 16 hour. Product: FC=1C=C(C=C(C1)F)S(=O)(=O)C=1C=C2C(=NC1)NN=C2N (5-(3,5-difluorophenylsulfonyl)-1H-pyrazolo[3,4-b]pyridin-3-amine). Yield: 81.0%. As a reaction SMILES: [OH:1]OS([O-])=O.[K+].[F:7][C:8]1[CH:9]=[C:10]([S:15][C:16]2[CH:17]=[C:18]3[C:24]([NH2:25])=[N:23][NH:22][C:19]3=[N:20][CH:21]=2)[CH:11]=[C:12]([F:14])[CH:13]=1.O1CCCC1.CO.[OH2:33]>>[F:7][C:8]1[CH:9]=[C:10]([S:15]([C:16]2[CH:17]=[C:18]3[C:24]([NH2:25])=[N:23][NH:22][C:19]3=[N:20][CH:21]=2)(=[O:1])=[O:33])[CH:11]=[C:12]([F:14])[CH:13]=1 |f:0.1|. Procedure: A solution of 663 mg (1.078 mmol) of oxone in 1.1 ml of water is added to a solution of 300 mg (1.078 mmol) of 5-(3,5-difluorophenylthio)-1H-pyrazolo[3,4-b]pyridin-3-amine in 10 ml of a 1:1 mixture of tetrahydrofuran and methanol at 0° C. The reaction mixture is stirred at room temperature for 16 hours. An additional portion of 663 mg of oxone at 0° C. is then added and the reaction medium stirred at room temperature for 24 hours. The solvents are evaporated and the reaction medium is diluted wi... The reactants are CCN(CC)CCCC(=O)C(=O)O, CO, NNC1=Nc2ccc(Cl)cc2C(c2ccccc2)=NC1, Cl. The product is CCN(CC)CCCC(=NNC1=Nc2ccc(Cl)cc2C(c2ccccc2)=NC1)C(=O)O. Reaction SMILES: [CH2:21]([CH3:22])[N:23]([CH2:24][CH2:25][CH2:26][C:27]([C:28](=[O:29])[OH:30])=[O:31])[CH2:32][CH3:33].[CH3:35][OH:36].[Cl:1][c:2]1[cH:3][cH:4][c:5]2[c:6]([cH:20]1)[C:7]([c:14]1[cH:15][cH:16][cH:17][cH:18][cH:19]1)=[N:8][CH2:9][C:10]([NH:12][NH2:13])=[N:11]2.[ClH:34]>>[Cl:1][c:2]1[cH:3][cH:4][c:5]2[c:6]([cH:20]1)[C:7]([c:14]1[cH:15][cH:16][cH:17][cH:18][cH:19]1)=[N:8][CH2:9][C:10]([NH:12][N:13]=[C:27]([CH2:26][CH2:25][CH2:24][N:23]([CH2:21][CH3:22])[CH2:32][CH3:33])[C:28](=[O:29])[OH:30])=[N:11]2.